This data is from the Open Reaction Database (ORD), a public repository of structured organic reaction records. The task is: describe an organic reaction: reactants, conditions, products, and yield Starting materials: ClC=1C=NN(C1)[C@@H](C(=O)OC)C ((R)-Methyl 2-(4-chloro-1H-pyrazol-1-yl)propanoate), Cl (hydrochloric acid). Reaction conditions: temperature 0 celsius, time 18 hour. Product: ClC=1C=NN(C1)[C@@H](C(=O)O)C ((R)-2-(4-chloro-1H-pyrazol-1-yl)propanoic acid). Yield: 33.5%. As a reaction SMILES: [Cl:1][C:2]1[CH:3]=[N:4][N:5]([C@H:7]([CH3:12])[C:8]([O:10]C)=[O:9])[CH:6]=1.Cl>>[Cl:1][C:2]1[CH:3]=[N:4][N:5]([C@H:7]([CH3:12])[C:8]([OH:10])=[O:9])[CH:6]=1. Reported procedure: (R)-Methyl 2-(4-chloro-1H-pyrazol-1-yl)propanoate (1.00 g, 5.30 mmol) was suspended in a solution of aqueous hydrochloric acid (6M, 8.8 mL, 53 mmol). The reaction mixture was stirred for 18 h at reflux. The mixture was cooled to 0° C. and quenched with a saturated aqueous solution of sodium phosphate (NaH2PO4). The pH was adjusted to 1-2 using aqueous sodium hydroxide and hydrochloric acid. The mixture was extracted with ethyl acetate (20 mL×3). The combined organics were washed with brine, drie...